Dataset: the Open Reaction Database (ORD), a public repository of structured organic reaction records. Task: describe an organic reaction: reactants, conditions, products, and yield Reactants: NC1=NC(=C(C(=N1)C=1OC=CC1)C#N)S(=O)C (2-amino-4-furan-2-yl-6-methanesulfinyl-pyrimidine-5-carbonitrile), M{81Br} H+, M{79Br} H+, Cl.BrC1=CC=C(CN)C=C1 (4-bromobenzylamine hydrochloride), C1CCC2=NCCCN2CC1 (DBU). Run in COCCOC (DME). Product: NC1=NC(=C(C(=N1)NCC1=CC=C(C=C1)Br)C#N)C=1OC=CC1 (2-Amino-4-(4-bromo-benzylamino)-6-furan-2-yl-pyrimidine-5-carbonitrile). As a reaction SMILES: [NH2:1][C:2]1[N:7]=[C:6]([C:8]2[O:9][CH:10]=[CH:11][CH:12]=2)[C:5]([C:13]#[N:14])=[C:4](S(C)=O)[N:3]=1.Cl.[Br:19][C:20]1[CH:27]=[CH:26][C:23]([CH2:24][NH2:25])=[CH:22][CH:21]=1.C1CCN2C(=NCCC2)CC1>COCCOC>[NH2:1][C:2]1[N:3]=[C:4]([NH:25][CH2:24][C:23]2[CH:26]=[CH:27][C:20]([Br:19])=[CH:21][CH:22]=2)[C:5]([C:13]#[N:14])=[C:6]([C:8]2[O:9][CH:10]=[CH:11][CH:12]=2)[N:7]=1 |f:1.2|. Procedure details: From 2-amino-4-furan-2-yl-6-methanesulfinyl-pyrimidine-5-carbonitrile, 4-bromobenzylamine hydrochloride and DBU in DME. ES-MS m/e (%): 372 (M{81Br}+H+, 95), 370 (M{79Br}+H+, 100). Reactants: C(=O)(O)[O-].[Na+] (NaHCO3), COC=1C=CC2=C(C(=CO2)CC(=O)C)C1 (1-(5-methoxy-1-benzofuran-3-yl)acetone), N1(CCNCC1)C=1C=CC=C2C=CC=NC12 (8-piperazino quinoline), C(C)(=O)O[BH-](OC(C)=O)OC(C)=O.[Na+] (sodium triacetoxyborohydride). The solvent is ClCCCl (1,2-dichloroethane), C(C)(=O)O (acetic acid). Run at time 72 hour. Yields the product COC=1C=CC2=C(C(=CO2)CC(C)N2CCN(CC2)C=2C=CC=C3C=CC=NC23)C1 (8-{4-[2-(5-methoxy-1-benzofuran-3-yl)-1-methylethyl)piperazin-1-yl]quinoline). As a reaction SMILES: [CH3:1][O:2][C:3]1[CH:4]=[CH:5][C:6]2[O:10][CH:9]=[C:8]([CH2:11][C:12]([CH3:14])=O)[C:7]=2[CH:15]=1.[N:16]1([C:22]2[CH:23]=[CH:24][CH:25]=[C:26]3[C:31]=2[N:30]=[CH:29][CH:28]=[CH:27]3)[CH2:21][CH2:20][NH:19][CH2:18][CH2:17]1.C(O[BH-](OC(=O)C)OC(=O)C)(=O)C.[Na+].C([O-])(O)=O.[Na+]>ClCCCl.C(O)(=O)C>[CH3:1][O:2][C:3]1[CH:4]=[CH:5][C:6]2[O:10][CH:9]=[C:8]([CH2:11][CH:12]([N:19]3[CH2:20][CH2:21][N:16]([C:22]4[CH:23]=[CH:24][CH:25]=[C:26]5[C:31]=4[N:30]=[CH:29][CH:28]=[CH:27]5)[CH2:17][CH2:18]3)[CH3:14])[C:7]=2[CH:15]=1 |f:2.3,4.5|. Reported procedure: To a stirred mixture of 1-(5-methoxy-1-benzofuran-3-yl)acetone (204 mg, 1 mmol) and 8-piperazino quinoline (213.0 mg, 1 mmol) in 1,2-dichloroethane (100 ml) and acetic acid (1 ml), sodium triacetoxyborohydride (422 mg, 2 mmol) was added at room temperature. Reaction mixture was stirred at room temperature for 72 hrs. At the end, reaction mixture was neutralized with 10% NaHCO3 and extracted with chloroform. The organic layer was dried over anhydrous MgSO4, filtered and concentrated. The product ...